From a dataset of the Open Reaction Database (ORD), a public repository of structured organic reaction records. describe an organic reaction: reactants, conditions, products, and yield Reactants: [K+].[Br-] (KBr), C1(=CC=C(C=C1)S(=O)(=O)OC[C@@H]1[C@H](C[C@@H](O1)N1C(=O)NC(=O)C(C)=C1)O)C (5'-O-(p-toluenesulfonyl)thymidine), CN (monomethylamine), CN (monomethylamine). Run in O (water). Run at time 3 day. Yields the product CNC[C@@H]1[C@H](C[C@@H](O1)N1C(=O)NC(=O)C(C)=C1)O (5'-Deoxy-5'-(methyl-amino)-thymidine). Reaction SMILES: C1(C)C=CC(S(O[CH2:11][C@H:12]2[O:16][C@@H:15]([N:17]3[CH:25]=[C:23]([CH3:24])[C:21](=[O:22])[NH:20][C:18]3=[O:19])[CH2:14][C@@H:13]2[OH:26])(=O)=O)=CC=1.[CH3:28][NH2:29].[K+].[Br-]>O>[CH3:28][NH:29][CH2:11][C@H:12]1[O:16][C@@H:15]([N:17]2[CH:25]=[C:23]([CH3:24])[C:21](=[O:22])[NH:20][C:18]2=[O:19])[CH2:14][C@@H:13]1[OH:26] |f:2.3|. Procedure: 5'-O-(p-toluenesulfonyl)thymidine (19.8 g, 50 mmol) was placed in a pressure vessel into which monomethylamine (250 g) was condensed. The vessel was sealed and allowed to stand at room temperature for 3 days. The vessel was cooled, opened, and the monomethylamine allowed to evaporate. The remaining contents of the vessel were removed by rinsing with water. The aqueous solution was passed through a column (6.5×20 cm) of AG50Wx8 ion-exchange resin (H+ form). The column was washed with water until ... Starting materials: CNC1CCN(CC1)C(=O)OC(C)(C)C (4-(N-methylamino)-1-tert-butoxycarbonylpiperidine), C(=O)(C(F)(F)F)O (TFA), CN (methylamine), [N+](=O)([O-])C1=CC=C(CN=C=O)C=C1 ((4-nitrobenzyl)isocyanate). The solvent is C(Cl)Cl (CH2Cl2). The product is FC(C(=O)O)(F)F.[N+](=O)([O-])C1=CC=C(CNC(=O)N(C)C2CCNCC2)C=C1 (4-(N-(N-(4-Nitrobenzyl)carbamoyl)-N-methylamino)-piperidine trifluoroacetate). As a reaction SMILES: [CH3:1][NH:2][CH:3]1[CH2:8][CH2:7][N:6](C(OC(C)(C)C)=O)[CH2:5][CH2:4]1.CN.[N+:18]([C:21]1[CH:30]=[CH:29][C:24]([CH2:25][N:26]=[C:27]=[O:28])=[CH:23][CH:22]=1)([O-:20])=[O:19].[C:31]([OH:37])([C:33]([F:36])([F:35])[F:34])=[O:32]>C(Cl)Cl>[F:34][C:33]([F:36])([F:35])[C:31]([OH:37])=[O:32].[N+:18]([C:21]1[CH:22]=[CH:23][C:24]([CH2:25][NH:26][C:27]([N:2]([CH:3]2[CH2:4][CH2:5][NH:6][CH2:7][CH2:8]2)[CH3:1])=[O:28])=[CH:29][CH:30]=1)([O-:20])=[O:19] |f:5.6|. Procedure details: The title compound was prepared by the reaction of 4-(N-methylamino)-1-tert-butoxycarbonylpiperidine (prepared by the method described in Example 1, Step A, using methylamine in place of ethylamine) with (4-nitrobenzyl)isocyanate (prepared from phosgene and (4-nitrobenzyl)amine), followed by treatment of the product with 50% TFA in CH2Cl2 to remove the tert-butoxycarbonyl group, affording the title compound. ESI-MS: 293.1 (M+H). The reactants are CC(C)(C)OC(=O)N(CC=Cc1ccc(Cl)cc1)Cc1ccc(F)c(F)c1, Cl, [K+], [K+], O=C([O-])[O-], C1COCCO1. Yields the product Fc1ccc(CNCC=Cc2ccc(Cl)cc2)cc1F. RXN SMILES: [C:1]([O:2][C:3](=[O:4])[N:7]([CH2:8][c:9]1[cH:10][c:11]([F:16])[c:12]([F:15])[cH:13][cH:14]1)[CH2:17][CH:18]=[CH:19][c:20]1[cH:21][cH:22][c:23]([Cl:26])[cH:24][cH:25]1)([CH3:5])([CH3:6])[CH3:27].[ClH:34].[K+:28].[K+:29].[O-:30][C:31]([O-:32])=[O:33].[O:35]1[CH2:36][CH2:37][O:38][CH2:39][CH2:40]1>>[NH:7]([CH2:8][c:9]1[cH:10][c:11]([F:16])[c:12]([F:15])[cH:13][cH:14]1)[CH2:17][CH:18]=[CH:19][c:20]1[cH:21][cH:22][c:23]([Cl:26])[cH:24][cH:25]1. Reactants: BrC=1C=C(C(N(C1)C)=O)NC1=CC=CC(=N1)OC[C@H](C)NC(OC(C)(C)C)=O ((S)-tert-butyl 1-(6-(5-bromo-1-methyl-2-oxo-1,2-dihydropyridin-3-ylamino)pyridin-2-yloxy)propan-2-ylcarbamate), Cl (HCl). The solvent is C(Cl)Cl (DCM). Conditions: time 2 hour. Product: Cl.N[C@H](COC1=CC=CC(=N1)NC=1C(N(C=C(C1)Br)C)=O)C ((S)-3-(6-(2-aminopropoxyl)pyridin-2-ylamino)-5-bromo-1-methylpyridin-2(1H)-one hydrochloride). Yield: 85.1%. Reaction SMILES: [Br:1][C:2]1[CH:3]=[C:4]([NH:10][C:11]2[N:16]=[C:15]([O:17][CH2:18][C@@H:19]([NH:21]C(=O)OC(C)(C)C)[CH3:20])[CH:14]=[CH:13][CH:12]=2)[C:5](=[O:9])[N:6]([CH3:8])[CH:7]=1.[ClH:29]>C(Cl)Cl>[ClH:29].[NH2:21][C@@H:19]([CH3:20])[CH2:18][O:17][C:15]1[N:16]=[C:11]([NH:10][C:4]2[C:5](=[O:9])[N:6]([CH3:8])[CH:7]=[C:2]([Br:1])[CH:3]=2)[CH:12]=[CH:13][CH:14]=1 |f:3.4|. Procedure details: A mixture of 107b (550 mg, 1.21 mmol) in DCM (10 mL) was treated with HCl (4 M in dioxone, 3 mL, 12 mmol). The reaction mixture was stirred at rt for 2 h and quenched with sat. Na2CO3, extracted with DCM. The combined extracts were dried over Na2SO4, filtered and concentrated to give 107c (400 mg, 1.03 mmol) as brown solid. MS-ESI: [M+H]+ 352.9 Starting materials: BrC=1C=NC=2N(C1)N=C(C2)C(=O)O (6-bromo-pyrazolo[1,5-a]pyrimidine-2-carboxylic acid), CN1C(C2=C3CCNC(C3=CC=C2C1)C)=O (2,6-Dimethyl-2,3,6,7,8,9-hexahydro-pyrrolo[3,4-f]isoquinolin-1-one). Yields the product BrC=1C=NC=2N(C1)N=C(C2)C(=O)N2C(C1=CC=C3C(=C1CC2)C(N(C3)C)=O)C (7-(6-Bromo-pyrazolo[1,5-a]pyrimidine-2-carbonyl)-2,6-dimethyl-2,3,6,7,8,9-hexahydro-pyrrolo[3,4-f]isoquinolin-1-one). Reaction SMILES: [Br:1][C:2]1[CH:3]=[N:4][C:5]2[N:6]([N:8]=[C:9]([C:11]([OH:13])=O)[CH:10]=2)[CH:7]=1.[CH3:14][N:15]1[CH2:27][C:26]2[C:17](=[C:18]3[C:23](=[CH:24][CH:25]=2)[CH:22]([CH3:28])[NH:21][CH2:20][CH2:19]3)[C:16]1=[O:29]>>[Br:1][C:2]1[CH:3]=[N:4][C:5]2[N:6]([N:8]=[C:9]([C:11]([N:21]3[CH2:20][CH2:19][C:18]4[C:23](=[CH:24][CH:25]=[C:26]5[CH2:27][N:15]([CH3:14])[C:16](=[O:29])[C:17]5=4)[CH:22]3[CH3:28])=[O:13])[CH:10]=2)[CH:7]=1. Procedure: In close analogy to the procedure described in Example 1, 6-bromo-pyrazolo[1,5-a]pyrimidine-2-carboxylic acid is reacted with 2,6-Dimethyl-2,3,6,7,8,9-hexahydro-pyrrolo[3,4-f]isoquinolin-1-one to provide the title compound in moderate yield. Product: C(#C)C=1C=[N+](C=CC1)[O-] (3-ethynylpyridine N-oxide). The solvent is C(Cl)Cl (methylene chloride). Procedure: To a solution of 3-ethynylpyridine in methylene chloride (5 mL/mmol) at room temperature was added m-chloroperoxybenzoic acid (m-CPBA, 70% purity, 1.2 eq) and the resulting mixture was stirred for 2 hours. A further amount of m-CPBA was added (0.25 eq) and stirring was continued for 1 hour. Calcium hydroxide was added (2 eq) and after 15 minutes the mixture was filtered through celite and the filtrate was evaporated. The solid residue was stirred in ether for 3 hours and filtered to afford the 3... Reaction conditions: time 2 hour. Starting materials: C(#C)C=1C=NC=CC1 (3-ethynylpyridine), ClC=1C=C(C(=O)OO)C=CC1 (m-chloroperoxybenzoic acid), [OH-].[Ca+2].[OH-] (Calcium hydroxide), ClC=1C=C(C(=O)OO)C=CC1 (m-CPBA). Reaction SMILES: [C:1]([C:3]1[CH:4]=[N:5][CH:6]=[CH:7][CH:8]=1)#[CH:2].ClC1C=C(C=CC=1)C(OO)=[O:14].[OH-].[Ca+2].[OH-]>C(Cl)Cl>[C:1]([C:3]1[CH:4]=[N+:5]([O-:14])[CH:6]=[CH:7][CH:8]=1)#[CH:2] |f:2.3.4|. Starting materials: CC(C)(C)c1ccc(S)cc1, CC(C)O, [Cu]I, Nc1ccccc1I, [K+], [K+], O=C([O-])[O-], OCCO. The product is CC(C)(C)c1ccc(Sc2ccccc2N)cc1. As a reaction SMILES: [C:9]([CH3:10])([CH3:11])([CH3:12])[c:13]1[cH:14][cH:15][c:16]([SH:19])[cH:17][cH:18]1.[CH3:32][CH:33]([OH:34])[CH3:35].[Cu:30][I:31].[I:1][c:2]1[c:3]([NH2:4])[cH:5][cH:6][cH:7][cH:8]1.[K+:20].[K+:21].[O-:22][C:23]([O-:24])=[O:25].[OH:26][CH2:27][CH2:28][OH:29]>>[c:2]1([S:19][c:16]2[cH:15][cH:14][c:13]([C:9]([CH3:10])([CH3:11])[CH3:12])[cH:18][cH:17]2)[c:3]([NH2:4])[cH:5][cH:6][cH:7][cH:8]1. Starting materials: BrC1=NN(C2=CC=CC=C12)C1OCCCC1 (3-bromo-1-(tetrahydro-2H-pyran-2-yl)-1H-indazole), CC1(C2=C(C(=CC=C2)P(C3=CC=CC=C3)C4=CC=CC=C4)OC5=C(C=CC=C51)P(C6=CC=CC=C6)C7=CC=CC=C7)C (Xantphos), C([O-])([O-])=O.[Cs+].[Cs+] (cesium carbonate), BrC1=NN(C2=CC=CC=C12)C1OCCCC1 (3-bromo-1-(tetrahydro-2H-pyran-2-yl)-1H-indazole), CC1(C2=C(C(=CC=C2)P(C3=CC=CC=C3)C4=CC=CC=C4)OC5=C(C=CC=C51)P(C6=CC=CC=C6)C7=CC=CC=C7)C (Xantphos), C([O-])([O-])=O.[Cs+].[Cs+] (cesium carbonate), C1(CC1)N1N=CC(=C1)C=1C=C2NC[C@@H](N(C2=CC1)C(C)=O)C ((S)-1-(6-(1-cyclopropyl-1H-pyrazol-4-yl)-2-methyl-3,4-dihydroquinoxaline-1(2H)-yl)ethanone), BrC1=NN(C2=CC=CC=C12)C1OCCCC1 (3-bromo-1-(tetrahydro-2H-pyran-2-yl)-1H-indazole), C1(=CC=CC=C1)P(C1=CC=CC=2C(C3=CC=CC(=C3OC12)P(C1=CC=CC=C1)C1=CC=CC=C1)(C)C)C1=CC=CC=C1 (4,5-bis(diphenylphosphino)-9,9-dimethylxanthene), C([O-])([O-])=O.[Cs+].[Cs+] (cesium carbonate). The reagents and catalysts are C=1C=CC(=CC1)/C=C/C(=O)/C=C/C2=CC=CC=C2.C=1C=CC(=CC1)/C=C/C(=O)/C=C/C2=CC=CC=C2.C=1C=CC(=CC1)/C=C/C(=O)/C=C/C2=CC=CC=C2.[Pd].[Pd] (tris(dibenzylideneacetone)dipalladium), C=1C=CC(=CC1)/C=C/C(=O)/C=C/C2=CC=CC=C2.C=1C=CC(=CC1)/C=C/C(=O)/C=C/C2=CC=CC=C2.C=1C=CC(=CC1)/C=C/C(=O)/C=C/C2=CC=CC=C2.[Pd].[Pd] (tris(dibenzylideneacetone)dipalladium), C=1C=CC(=CC1)/C=C/C(=O)/C=C/C2=CC=CC=C2.C=1C=CC(=CC1)/C=C/C(=O)/C=C/C2=CC=CC=C2.C=1C=CC(=CC1)/C=C/C(=O)/C=C/C2=CC=CC=C2.[Pd].[Pd] (tris(dibenzylideneacetone)dipalladium). The solvent is O1CCOCC1 (dioxane), C(C)(C)(C)O (t-butanol). Conditions: temperature 100 celsius, time 4.5 hour. The product is C1(CC1)N1N=CC(=C1)C=1C=C2N(C[C@@H](N(C2=CC1)C(C)=O)C)C1=NN(C2=CC=CC=C12)C1OCCCC1 (1-((2S)-6-(1-cyclopropyl-1H-pyrazol-4-yl)-2-methyl-4-(1-(tetrahydro-2H-pyran-2-yl)-1H-indazol-3-yl)-3,4-dihydroquinoxaline-1(2H)-yl)ethanone). Yield: 57.2%. RXN SMILES: [CH:1]1([N:4]2[CH:8]=[C:7]([C:9]3[CH:10]=[C:11]4[C:16](=[CH:17][CH:18]=3)[N:15]([C:19](=[O:21])[CH3:20])[C@@H:14]([CH3:22])[CH2:13][NH:12]4)[CH:6]=[N:5]2)[CH2:3][CH2:2]1.Br[C:24]1[C:32]2[C:27](=[CH:28][CH:29]=[CH:30][CH:31]=2)[N:26]([CH:33]2[CH2:38][CH2:37][CH2:36][CH2:35][O:34]2)[N:25]=1.C1(P(C2C=CC=CC=2)C2C3OC4C(=CC=CC=4P(C4C=CC=CC=4)C4C=CC=CC=4)C(C)(C)C=3C=CC=2)C=CC=CC=1.C(=O)([O-])[O-].[Cs+].[Cs+]>C1C=CC(/C=C/C(/C=C/C2C=CC=CC=2)=O)=CC=1.C1C=CC(/C=C/C(/C=C/C2C=CC=CC=2)=O)=CC=1.C1C=CC(/C=C/C(/C=C/C2C=CC=CC=2)=O)=CC=1.[Pd].[Pd].O1CCOCC1.C(O)(C)(C)C>[CH:1]1([N:4]2[CH:8]=[C:7]([C:9]3[CH:10]=[C:11]4[C:16](=[CH:17][CH:18]=3)[N:15]([C:19](=[O:21])[CH3:20])[C@@H:14]([CH3:22])[CH2:13][N:12]4[C:24]3[C:32]4[C:27](=[CH:28][CH:29]=[CH:30][CH:31]=4)[N:26]([CH:33]4[CH2:38][CH2:37][CH2:36][CH2:35][O:34]4)[N:25]=3)[CH:6]=[N:5]2)[CH2:3][CH2:2]1 |f:3.4.5,6.7.8.9.10|. Procedure details: A mixture of (S)-1-(6-(1-cyclopropyl-1H-pyrazol-4-yl)-2-methyl-3,4-dihydroquinoxaline-1(2H)-yl)ethanone (0.050 g, 0.169 mmol), 3-bromo-1-(tetrahydro-2H-pyran-2-yl)-1H-indazole (0.071 g, 0.253 mmol), tris(dibenzylideneacetone)dipalladium (0.015 g, 0.017 mmol), 4,5-bis(diphenylphosphino)-9,9-dimethylxanthene (Xantphos) (0.020 g, 0.034 mmol), cesium carbonate (0.165 g, 0.506 mmol), and t-butanol (2.0 mL) was heated in the microwave at 100° C. for 4 h. A second portion of 3-bromo-1-(tetrahydro-2H-py... Starting materials: tetrakis (triphenylphosphine)palladium(0), BrC1=CC=C2CC(NC2=C1)=O (6-Bromo-1,3-dihydro-indol-2-one), C(CCC)[Sn](CCCC)(CCCC)C#N (tributyltin cyanide), O.[Cl-].[NH4+].[NH4+].[NH4+].[NH4+].[Cl-].[Cl-].[Cl-] (tetraammonium chloride hydrate), tetrakis (triphenylphosphine)palladium(0), tetrakis (triphenylphosphine)palladium(0). Reagents/catalysts: Cl[Pd]([P](C1=CC=CC=C1)(C2=CC=CC=C2)C3=CC=CC=C3)([P](C4=CC=CC=C4)(C5=CC=CC=C5)C6=CC=CC=C6)Cl (dichlorobis(triphenylphosphine)palladium(II)). Run in ClC(C)Cl (dichloroethane). Conditions: time 6 hour. Yields the product C(#N)C1=CC=C2CC(NC2=C1)=O (6-cyano-1,3-dihydro-indol-2-one). Isolated yield 30.2%. Reaction SMILES: Br[C:2]1[CH:10]=[C:9]2[C:5]([CH2:6][C:7](=[O:11])[NH:8]2)=[CH:4][CH:3]=1.C([Sn]([C:25]#[N:26])(CCCC)CCCC)CCC.O.[Cl-].[NH4+].[NH4+].[NH4+].[NH4+].[Cl-].[Cl-].[Cl-]>Cl[Pd](Cl)([P](C1C=CC=CC=1)(C1C=CC=CC=1)C1C=CC=CC=1)[P](C1C=CC=CC=1)(C1C=CC=CC=1)C1C=CC=CC=1.ClC(Cl)C>[C:25]([C:2]1[CH:10]=[C:9]2[C:5]([CH2:6][C:7](=[O:11])[NH:8]2)=[CH:4][CH:3]=1)#[N:26] |f:2.3.4.5.6.7.8.9.10,^1:38,57|. Procedure: 6-Bromo-1,3-dihydro-indol-2-one (0.621 g, 2.93 mmol), tributyltin cyanide 1.11 g, 3.5 mmol), tetraammonium chloride hydrate (0.97 g, 5.9 mmol), dichlorobis(triphenylphosphine)palladium(II) (0.21 g, 0.3 mmol) and tetrakis (triphenylphosphine)palladium(0) (0.342 g, 0.3 mmol) were treated with dichloroethane (100 mL) and the reaction refluxed for 16 h under nitrogen with stirring. A further addition of tetrakis (triphenylphosphine)palladium(0) (0.23 g, 0.2 mmol) was made and reflux continued a furt... Reactants: Cl (hydrochloric acid), C(C)OC(CCCOC1=C(C=CC=C1)C=O)=O (4-(2-formylphenoxy)butyric acid ethylester), [O-]CC.[Na+] (sodium ethoxide). Run in C(OCC)(OCC)=O (diethyl carbonate), C(C)O (ethanol). Reaction conditions: temperature 50 celsius, time 1 hour. The product is C(C)OC(=O)C=1CCOC2=C(C1)C=CC=C2 (2,3-dihydro-1-benzoxepin-4-carboxylic acid ethylester). Isolated yield 58.6%. RXN SMILES: [CH2:1]([O:3][C:4](=[O:17])[CH2:5][CH2:6][CH2:7][O:8][C:9]1[CH:14]=[CH:13][CH:12]=[CH:11][C:10]=1[CH:15]=O)[CH3:2].[O-]CC.[Na+].Cl>C(=O)(OCC)OCC.C(O)C>[CH2:1]([O:3][C:4]([C:5]1[CH2:6][CH2:7][O:8][C:9]2[CH:14]=[CH:13][CH:12]=[CH:11][C:10]=2[CH:15]=1)=[O:17])[CH3:2] |f:1.2|. Procedure details: To a solution of 4-(2-formylphenoxy)butyric acid ethylester (2.4 g) in diethyl carbonate (24 ml), a solution of 20% sodium ethoxide in ethanol (4.1 g) was added at room temperature, and the solution was stirred at 50° C. for 1 hour. The solution was allowed to cool to room temperature, and neutralized with 1N hydrochloric acid. After ethyl acetate extraction, the organic layer was washed with saturated salt water, dried over anhydrous sodium sulfate, and concentrated. The concentrate was purifie...